The task is: describe an organic reaction: reactants, conditions, products, and yield. This data is from the Open Reaction Database (ORD), a public repository of structured organic reaction records. Reactants: Cl (HCl), [OH-].[K+] (potassium hydroxide), ON (hydroxyl amine), COC1=CC=C(C=C1)S(=O)(=O)C=1C=NSC=CC1C(=O)OC (methyl 4-[(4-methoxyphenyl)sulfonyl]-thiazepine-5-carboxylate). The solvent is CO (methanol). Conditions: time 6 hour. Yields the product ONC(=O)C1=C(C=NSC=C1)S(=O)(=O)C1=CC=C(C=C1)OC (N-Hydroxy-4-[(4-methoxyphenyl)sulfonyl]-thiazepine-5-carboxamide). RXN SMILES: [CH3:1][O:2][C:3]1[CH:8]=[CH:7][C:6]([S:9]([C:12]2[CH:13]=[N:14][S:15][CH:16]=[CH:17][C:18]=2[C:19]([O:21]C)=O)(=[O:11])=[O:10])=[CH:5][CH:4]=1.[OH-:23].[K+].O[NH2:26].Cl>CO>[OH:23][NH:26][C:19]([C:18]1[CH:17]=[CH:16][S:15][N:14]=[CH:13][C:12]=1[S:9]([C:6]1[CH:7]=[CH:8][C:3]([O:2][CH3:1])=[CH:4][CH:5]=1)(=[O:11])=[O:10])=[O:21] |f:1.2|. Reported procedure: The methyl 4-[(4-methoxyphenyl)sulfonyl]-thiazepine-5-carboxylate (1 g, 2.90 mmol) in methanol (50 mL) is stirred at room temperature and the potassium hydroxide, hydroxyl amine solution (Fieser & Fieser Vol 1) is added (5 equiv). The resulting solution is stirred at room temperature for 6 h. The reaction mixture is acidified with 1 N HCl and then extracted with dichloromethane. The organic extracts were dried (Na2SO4) and concentrated to a solid under reduced pressure. The solid is recrystalliz... Conditions: time 8 hour. The reactants are NC1=CC(=NN1C1=C(C=C(C=C1Cl)C(F)(F)F)Cl)C (5-amino-1-(2,6-dichloro-4-trifluoromethylphenyl)-3-methyl pyrazole), IN1C(CCC1=O)=O (N-iodosuccinimide). Procedure: To a stirred solution of 5-amino-1-(2,6-dichloro-4-trifluoromethylphenyl)-3-methyl pyrazole (9 g) in acetonitrile (200 ml) at room temperature was added N-iodosuccinimide (5.5 g). The mixture was heated under reflux for one hour and then left at room temperature overnight. The mixture was evaporated and the residue was triturated with hot hexane. The precipitate obtained upon cooling was filtered off and dried to give the title compound as an off-white solid, m.p. 116-118° C. The solvent is C(C)#N (acetonitrile). As a reaction SMILES: [NH2:1][C:2]1[N:6]([C:7]2[C:12]([Cl:13])=[CH:11][C:10]([C:14]([F:17])([F:16])[F:15])=[CH:9][C:8]=2[Cl:18])[N:5]=[C:4]([CH3:19])[CH:3]=1.[I:20]N1C(=O)CCC1=O>C(#N)C>[NH2:1][C:2]1[N:6]([C:7]2[C:12]([Cl:13])=[CH:11][C:10]([C:14]([F:16])([F:15])[F:17])=[CH:9][C:8]=2[Cl:18])[N:5]=[C:4]([CH3:19])[C:3]=1[I:20]. The product is NC1=C(C(=NN1C1=C(C=C(C=C1Cl)C(F)(F)F)Cl)C)I (5-Amino-1-(2,6-dichloro-4-trifluoromethylphenyl)4-iodo-3-methylpyrazole). Starting materials: Cl (HCl), [OH-].[Na+] (NaOH), C(C)(C)(C)N1C([C@]2(C=3C1=NC=CC3)CC3=CC=C(C=C3C2)C(=O)OC)=O ((R)-methyl 1′-tert-butyl-2′-oxo-1,1′,2′,3-tetrahydrospiro[indene-2,3′-pyrrolo[2,3-b]pyridine]-5-carboxylate). Run in O (water), CS(=O)(=O)O (methanesulfonic acid), O (Water). Conditions: temperature 90 celsius, time 3 hour. The product is O=C1[C@]2(C=3C(=NC=CC3)N1)CC1=CC=C(C=C1C2)C(=O)O ((R)-2′-Oxo-1,1′,2′,3-tetrahydrospiro[indene-2,3′-pyrrolo[2,3-b]pyridine]-5-carboxylic acid). RXN SMILES: C([N:5]1[C:9]2=[N:10][CH:11]=[CH:12][CH:13]=[C:8]2[C@@:7]2([CH2:21][C:20]3[C:15](=[CH:16][CH:17]=[C:18]([C:22]([O:24]C)=[O:23])[CH:19]=3)[CH2:14]2)[C:6]1=[O:26])(C)(C)C.[OH-].[Na+].Cl>CS(O)(=O)=O.O>[O:26]=[C:6]1[NH:5][C:9]2=[N:10][CH:11]=[CH:12][CH:13]=[C:8]2[C@:7]21[CH2:21][C:20]1[C:15](=[CH:16][CH:17]=[C:18]([C:22]([OH:24])=[O:23])[CH:19]=1)[CH2:14]2 |f:1.2|. Procedure: A solution of (R)-methyl 1′-tert-butyl-2′-oxo-1,1′,2′,3-tetrahydrospiro[indene-2,3′-pyrrolo[2,3-b]pyridine]-5-carboxylate (53 g, 151 mmol) in methanesulfonic acid (196 mL) was heated at 90° C. for 1 h. Water (100 mL) was added and the solution was stirred for an additional 3 h at 90° C. The acidic mixture was cooled to 0° C., diluted with water (1 L), and basified to pH 14 with 50% aqueous NaOH solution. The basic mixture was then acidified to pH 3 by careful addition of concentrated aqueous HCl... The reactants are C(C)OC1=NC2=C(C(O1)=O)C(=CC=C2)C (2-ethoxy-5-methyl-4H-3,1-benzoxazin-4-one), BrN1C(CCC1=O)=O (N-bromosuccinimide), CC(C)(C#N)N=NC(C)(C)C#N (AIBN). The product is BrCC1=CC=CC2=C1C(OC(=N2)OCC)=O (5-bromomethyl-2-ethoxy-4H-3,1-benzoxazin-4-one). RXN SMILES: [CH2:1]([O:3][C:4]1[O:9][C:8](=[O:10])[C:7]2[C:11]([CH3:15])=[CH:12][CH:13]=[CH:14][C:6]=2[N:5]=1)[CH3:2].[Br:16]N1C(=O)CCC1=O.CC(N=NC(C#N)(C)C)(C#N)C>>[Br:16][CH2:15][C:11]1[C:7]2[C:8](=[O:10])[O:9][C:4]([O:3][CH2:1][CH3:2])=[N:5][C:6]=2[CH:14]=[CH:13][CH:12]=1. Reported procedure: A solution of 2-ethoxy-5-methyl-4H-3,1-benzoxazin-4-one (330 mg), N-bromosuccinimide (340 mg) and AIBN (10 mg, 2,2'-azobis-iso-butyronitrile) was refluxed for 21/2 hours. The solution was evaporated to dryness. The residue was purified by column chromatography (silica gel) 10% ethyl acetate:petroleum ether 30-60). This afforded the title compound, 5-bromomethyl-2-ethoxy-4H-3,1-benzoxazin-4-one, m.p. 112°-114° C.; IR: 1760, 1630, 1590 cm-1. Yields the product CCOC(=O)C(=O)C1CCc2cnc(Cl)cc2C1=O. RXN SMILES: [C:2]([C:3]([O:5][CH2:4][CH3:6])=[O:7])(=[O:8])[O:9][CH2:10][CH3:11].[CH3:25][CH2:26][OH:27].[Cl:12][c:13]1[n:14][cH:15][c:16]2[c:21]([cH:22]1)[C:20](=[O:23])[CH2:19][CH2:18][CH2:17]2.[ClH:24].[Na:1]>>[C:2]([C:3](=[O:5])[CH:19]1[CH2:18][CH2:17][c:16]2[cH:15][n:14][c:13]([Cl:12])[cH:22][c:21]2[C:20]1=[O:23])(=[O:8])[O:9][CH2:10][CH3:11]. Reactants: CCOC(=O)C(=O)OCC, CCO, O=C1CCCc2cnc(Cl)cc21, Cl, [Na]. Starting materials: ClCCl, O=C(O)C(F)(F)F, CC(C)(C)OC(=O)N1CCC(NC(=O)C2CCCCN2c2nc3ccccc3o2)CC1. Product: O=C(NC1CCNCC1)C1CCCCN1c1nc2ccccc2o1. As a reaction SMILES: [Cl:39][CH2:40][Cl:41].[OH:1][C:2]([C:3]([F:4])([F:5])[F:6])=[O:7].[o:8]1[c:9]([N:17]2[CH:18]([C:23](=[O:24])[NH:25][CH:26]3[CH2:27][CH2:28][N:29]([C:32]([O:33][C:34]([CH3:35])([CH3:36])[CH3:37])=[O:38])[CH2:30][CH2:31]3)[CH2:19][CH2:20][CH2:21][CH2:22]2)[n:10][c:11]2[c:12]1[cH:13][cH:14][cH:15][cH:16]2>>[o:8]1[c:9]([N:17]2[CH:18]([C:23](=[O:24])[NH:25][CH:26]3[CH2:27][CH2:28][NH:29][CH2:30][CH2:31]3)[CH2:19][CH2:20][CH2:21][CH2:22]2)[n:10][c:11]2[c:12]1[cH:13][cH:14][cH:15][cH:16]2.